Dataset: the Open Reaction Database (ORD), a public repository of structured organic reaction records. Task: describe an organic reaction: reactants, conditions, products, and yield Reactants: CC(C)(C)OO, CC(C)C(=O)Cl, [K+], [OH-], O. Product: CC(C)C(=O)OOC(C)(C)C. Reaction SMILES: [C:1]([CH3:2])([CH3:3])([CH3:4])[O:5][OH:6].[C:9]([CH:10]([CH3:11])[CH3:12])(=[O:13])[Cl:14].[K+:8].[OH-:7].[OH2:15]>>[C:1]([CH3:2])([CH3:3])([CH3:4])[O:5][O:6][C:9]([CH:10]([CH3:11])[CH3:12])=[O:13]. The reactants are FC(C=1C=C(C=C(C1)C(F)(F)F)CO[C@H]1[C@@]2([C@H](C[C@H](CC1)N2CC=C)C#N)C2=CC=CC=C2)(F)F ((1R*,2R*,5S*,7S*)-2-{[3,5-Bis(trifluoromethyl)phenyl]methoxy}-7-cyano-1-phenyl-8-(prop-2-enyl)-8-azabicyclo[3.2.1]octane), CN1C(=O)N(C(=O)CC1=O)C (1,3-dimethylbarbituric acid), [OH-].[Na+] (NaOH). Reagents/catalysts: C=1C=CC(=CC1)[P](C=2C=CC=CC2)(C=3C=CC=CC3)[Pd]([P](C=4C=CC=CC4)(C=5C=CC=CC5)C=6C=CC=CC6)([P](C=7C=CC=CC7)(C=8C=CC=CC8)C=9C=CC=CC9)[P](C=1C=CC=CC1)(C=1C=CC=CC1)C=1C=CC=CC1 (Tetrakis(triphenylphosphine)palladium(0)). The solvent is O (water), ClCCl (dichloromethane). Run at temperature 32.5 celsius, time 1 hour. Product: FC(C=1C=C(C=C(C1)C(F)(F)F)CO[C@H]1[C@@]2([C@H](C[C@H](CC1)N2)C#N)C2=CC=CC=C2)(F)F ((1R*,2R*,5S*,7S*)-2-{[3,5-Bis(trifluoromethyl)phenyl]methoxy}-7-cyano-1-phenyl-8-azabicyclo[3.2.1]octane). Yield: 58.2%. Reaction SMILES: [F:1][C:2]([F:35])([F:34])[C:3]1[CH:4]=[C:5]([CH2:13][O:14][C@@H:15]2[CH2:21][CH2:20][C@@H:19]3[N:22](CC=C)[C@@:16]2([C:28]2[CH:33]=[CH:32][CH:31]=[CH:30][CH:29]=2)[C@@H:17]([C:26]#[N:27])[CH2:18]3)[CH:6]=[C:7]([C:9]([F:12])([F:11])[F:10])[CH:8]=1.CN1C(=O)CC(=O)N(C)C1=O.[OH-].[Na+]>ClCCl.O.C1C=CC([P]([Pd]([P](C2C=CC=CC=2)(C2C=CC=CC=2)C2C=CC=CC=2)([P](C2C=CC=CC=2)(C2C=CC=CC=2)C2C=CC=CC=2)[P](C2C=CC=CC=2)(C2C=CC=CC=2)C2C=CC=CC=2)(C2C=CC=CC=2)C2C=CC=CC=2)=CC=1>[F:11][C:9]([F:10])([F:12])[C:7]1[CH:6]=[C:5]([CH2:13][O:14][C@@H:15]2[CH2:21][CH2:20][C@@H:19]3[NH:22][C@@:16]2([C:28]2[CH:33]=[CH:32][CH:31]=[CH:30][CH:29]=2)[C@@H:17]([C:26]#[N:27])[CH2:18]3)[CH:4]=[C:3]([C:2]([F:1])([F:34])[F:35])[CH:8]=1 |f:2.3,^1:56,58,77,96|. Procedure: Tetrakis(triphenylphosphine)palladium(0) (13 mg, 0.011 mmol) was added to a stirred mixture of (1R*,2R*,5S*,7S*)-2-{[3,5-bis(trifluoromethyl)phenyl]methoxy}-7-cyano-1-phenyl-8-(prop-2-enyl)-8-azabicyclo[3.2.1]octane (Example 57; 68 mg, 0.14 mmol), 1,3-dimethylbarbituric acid (70 mg, 0.5 mmol) in dichloromethane (3 ml) at room temperature. The reaction mixture was stirred at 30-35° C. for 1 hour and treated with 2M aqueous NaOH (5 ml). The mixture was stirred for 5 minutes, then diluted with wate... The reactants are COC1=C(C=2C3=C(C(NC2C=C1)=O)SC=C3)C3=CC=C(C=C3)C(CNC(OC(C)(C)C)=O)C(C)C (tert-butyl 2-(4-(8-methoxy-4-oxo-4,5-dihydrothieno[2,3-c]quinolin-9-yl)phenyl)-3-methylbutylcarbamate), Cl (HCl). The solvent is CCOCC (ether). Product: Cl.NCC(C(C)C)C1=CC=C(C=C1)C=1C=2C3=C(C(NC2C=CC1OC)=O)SC=C3 (9-(4-(1-Amino-3-methylbutan-2-yl)phenyl)-8-methoxythieno[2,3-c]quinolin-4(5H)-one Hydrochloride). The yield is 97.0%. Reaction SMILES: [CH3:1][O:2][C:3]1[CH:12]=[CH:11][C:10]2[NH:9][C:8](=[O:13])[C:7]3[S:14][CH:15]=[CH:16][C:6]=3[C:5]=2[C:4]=1[C:17]1[CH:22]=[CH:21][C:20]([CH:23]([CH:33]([CH3:35])[CH3:34])[CH2:24][NH:25]C(=O)OC(C)(C)C)=[CH:19][CH:18]=1.[ClH:36]>CCOCC>[ClH:36].[NH2:25][CH2:24][CH:23]([C:20]1[CH:19]=[CH:18][C:17]([C:4]2[C:5]3[C:6]4[CH:16]=[CH:15][S:14][C:7]=4[C:8](=[O:13])[NH:9][C:10]=3[CH:11]=[CH:12][C:3]=2[O:2][CH3:1])=[CH:22][CH:21]=1)[CH:33]([CH3:34])[CH3:35] |f:3.4|. Reported procedure: Following General Procedure D1, tert-butyl 2-(4-(8-methoxy-4-oxo-4,5-dihydrothieno[2,3-c]quinolin-9-yl)phenyl)-3-methylbutylcarbamate (30 mg, 0.060 mmol) was reacted with HCl in ether (3 mL) to afford the desired product (22 mg, 97%) as an off-white solid; 1H NMR (500 MHz, DMSO-d) δ 7.93 (s, 3H), 7.62 (d, J=5.4 Hz, 1H), 7.53 (d, J=9.1 Hz, 1H), 7.41 (d, J=9.0 Hz, 2H), 7.38-7.33 (m, 1H), 7.24 (d, J=8.2 Hz, 2H), 5.72 (d, J=5.4 Hz, 1H), 3.70 (s, 3H), 3.38-3.26 (m, 2H), 2.87 (dt, J=12.9, 6.3 Hz, 1H),... RXN SMILES: [CH2:30]1[O:31][CH2:32][CH2:33][CH2:34]1.[CH3:28][OH:29].[NH2:1][c:2]1[n:3][c:4]([CH3:27])[cH:5][c:6]([NH:8][c:9]2[cH:10][cH:11][c:12]([NH:15][C:16](=[O:17])[c:18]3[n:19][cH:20][c:21]([N+:24]([O-:25])=[O:26])[cH:22][cH:23]3)[cH:13][cH:14]2)[n:7]1>>[NH2:1][c:2]1[n:3][c:4]([CH3:27])[cH:5][c:6]([NH:8][c:9]2[cH:10][cH:11][c:12]([NH:15][C:16](=[O:17])[c:18]3[n:19][cH:20][c:21]([NH2:24])[cH:22][cH:23]3)[cH:13][cH:14]2)[n:7]1. Reactants: C1CCOC1, CO, Cc1cc(Nc2ccc(NC(=O)c3ccc([N+](=O)[O-])cn3)cc2)nc(N)n1. Product: Cc1cc(Nc2ccc(NC(=O)c3ccc(N)cn3)cc2)nc(N)n1.